From a dataset of the Open Reaction Database (ORD), a public repository of structured organic reaction records. describe an organic reaction: reactants, conditions, products, and yield The reactants are CCO, I, O=[N+]([O-])c1ccc2c(c1)OCCN2CCN1CCCC1, [Na+], O=C([O-])O, CSC(=N)c1cccs1. Product: N=C(Nc1ccc2c(c1)OCCN2CCN1CCCC1)c1cccs1. As a reaction SMILES: [CH3:31][CH2:32][OH:33].[IH:21].[N+:1]([O-:2])(=[O:3])[c:4]1[cH:5][cH:6][c:7]2[c:8]([cH:20]1)[O:9][CH2:10][CH2:11][N:12]2[CH2:13][CH2:14][N:15]1[CH2:16][CH2:17][CH2:18][CH2:19]1.[Na+:38].[O-:34][C:35]([OH:36])=[O:37].[s:22]1[c:23]([C:27](=[NH:28])[S:29][CH3:30])[cH:24][cH:25][cH:26]1>>[NH:1]([c:4]1[cH:5][cH:6][c:7]2[c:8]([cH:20]1)[O:9][CH2:10][CH2:11][N:12]2[CH2:13][CH2:14][N:15]1[CH2:16][CH2:17][CH2:18][CH2:19]1)[C:27]([c:23]1[s:22][cH:26][cH:25][cH:24]1)=[NH:28]. Starting materials: [BH4-].[Na+] (sodium borohydride), CN1N=C(C(=C1)NC(=O)C1=NC(=CN=C1NC=1C=NC=NC1)C(C)=O)C(NC)=O (6-acetyl-3-(pyrimidin-5-ylamino)-pyrazine-2-carboxylic acid (1-methyl-3-methylcarbamoyl-1H-pyrazol-4-yl)-amide), [BH4-].[Na+] (sodium borohydride). The solvent is C(C)O (ethanol). Run at time 1 hour. The product is CN1N=C(C(=C1)NC(=O)C1=NC(=CN=C1NC=1C=NC=NC1)C(C)O)C(NC)=O (6-(1-Hydroxy-ethyl)-3-(pyrimidin-5-ylamino)-pyrazine-2-carboxylic acid (1-methyl-3-methylcarbamoyl-1H-pyrazol-4-yl)-amide). As a reaction SMILES: [CH3:1][N:2]1[CH:6]=[C:5]([NH:7][C:8]([C:10]2[C:15]([NH:16][C:17]3[CH:18]=[N:19][CH:20]=[N:21][CH:22]=3)=[N:14][CH:13]=[C:12]([C:23](=[O:25])[CH3:24])[N:11]=2)=[O:9])[C:4]([C:26](=[O:29])[NH:27][CH3:28])=[N:3]1.[BH4-].[Na+]>C(O)C>[CH3:1][N:2]1[CH:6]=[C:5]([NH:7][C:8]([C:10]2[C:15]([NH:16][C:17]3[CH:22]=[N:21][CH:20]=[N:19][CH:18]=3)=[N:14][CH:13]=[C:12]([CH:23]([OH:25])[CH3:24])[N:11]=2)=[O:9])[C:4]([C:26](=[O:29])[NH:27][CH3:28])=[N:3]1 |f:1.2|. Procedure: To a stirred, cooled (0° C.) suspension of 6-acetyl-3-(pyrimidin-5-ylamino)-pyrazine-2-carboxylic acid (1-methyl-3-methylcarbamoyl-1H-pyrazol-4-yl)-amide (12 mg, 30.4 μmol) in ethanol (2 ml) under an argon atmosphere was added sodium borohydride (1.15 mg, 30.4 μmol) in one portion. Stirring was continued for 1 hr at rt. More sodium borohydride (3 eq.) was added in one portion. The mixture was heated to reflux and stirring as continued for 30 min. The reaction was cooled to rt and concentrated. T... The reactants are C(C)(=O)C1=CC=CC=C1 (Acetophenone), [B]1OC2=CC=CC=C2O1 (catecholborane). Reaction conditions: time 20 minute. Yields the product C1(=CC=CC=C1)[C@H](C)O ((S)-1-phenylethanol). Yield: 87.6%. Reaction SMILES: [C:1]([C:4]1[CH:9]=[CH:8][CH:7]=[CH:6][CH:5]=1)(=[O:3])[CH3:2].[B]1OC2C(=CC=CC=2)O1>>[C:4]1([C@@H:1]([OH:3])[CH3:2])[CH:9]=[CH:8][CH:7]=[CH:6][CH:5]=1 |^1:9|. Procedure: (R)-3,3'-bis(2",4"-dihexyloxyphenyl)-1,1'-bi-2naphthol (42 mg, 0.05 mmol) and diethylzinc (0.01 mL, 0.1 mmol) were added to a Schlenk flask containing 10 mL of toluene (dried with Na and degassed with N2), under N2 at room temperature, to form the organozinc species. The resulting mixture was stirred at r.t. for 20 minutes. Acetophenone (0.12 mL, 1 mmol) was then added. The resulting mixture was cooled to -30° C. and 1.5 mL of catecholborane (1.5 mmol, 1M in THF) was added. Stirring was continue... Reactants: C1(=CC=CC=C1)[C@@H]1NC(N[C@@H]1C1=CC=CC=C1)=S (cis-4,5-Diphenylimidazolidine-2-thione), BrC1=C(CCl)C=CC=C1 (2-bromobenzyl chloride). Solvent: CCO (EtOH). Yields the product Cl.BrC1=C(CSC=2N[C@@H]([C@@H](N2)C2=CC=CC=C2)C2=CC=CC=C2)C=CC=C1 (2-[(2-Bromobenzyl)thio]-cis-4,5-diphenyl-4,5-dihydro-1H-imidazole hydrochloride). Isolated yield 110.7%. RXN SMILES: [C:1]1([C@H:7]2[C@@H:11]([C:12]3[CH:17]=[CH:16][CH:15]=[CH:14][CH:13]=3)[NH:10][C:9](=[S:18])[NH:8]2)[CH:6]=[CH:5][CH:4]=[CH:3][CH:2]=1.[Br:19][C:20]1[CH:27]=[CH:26][CH:25]=[CH:24][C:21]=1[CH2:22][Cl:23]>CCO>[ClH:23].[Br:19][C:20]1[CH:27]=[CH:26][CH:25]=[CH:24][C:21]=1[CH2:22][S:18][C:9]1[NH:8][C@H:7]([C:1]2[CH:2]=[CH:3][CH:4]=[CH:5][CH:6]=2)[C@H:11]([C:12]2[CH:13]=[CH:14][CH:15]=[CH:16][CH:17]=2)[N:10]=1 |f:3.4|. Reported procedure: A mixture of intermediate 25 (200 mg, 0.786 mmol) and 2-bromobenzyl chloride (327 mg, 1.57 mmol) in abs. EtOH (2 mL) is heated at 95° C. for 24 h. The reaction mixture is cooled to RT, evaporated to dryness, and the residue suspended in Et2O. The insoluble material is filtered to give 400 mg of the product 235. 1H NMR (DMSO-d6) δ 11.52 (s, 2 H), 7.86 (d, 1 H), 7.78 (d, 1 H), 7.55-7.30 (m, 2 H), 7.20-7.00 (m, 6 H), 7.00-6.85 (m, 4 H), 5.83 (s, 2 H), 4.95 (s, 2 H); MS: m/z 424 (M++1).